Dataset: the Open Reaction Database (ORD), a public repository of structured organic reaction records. Task: describe an organic reaction: reactants, conditions, products, and yield The reactants are CC(C)(CN1CCCCC1)NC(C(=O)Nc1ccc(C(F)(F)F)cc1)c1ccc(C=CC(=O)Nc2ccccc2NC(=O)OC(C)(C)C)cc1, CO, Cl. The product is CC(C)(CN1CCCCC1)NC(C(=O)Nc1ccc(C(F)(F)F)cc1)c1ccc(C=CC(=O)Nc2ccccc2N)cc1. Reaction SMILES: [C:1]([O:2][C:3](=[O:4])[NH:7][c:8]1[c:9]([NH:14][C:15]([CH:16]=[CH:17][c:18]2[cH:19][cH:20][c:21]([CH:24]([C:25]([NH:26][c:27]3[cH:28][cH:29][c:30]([C:33]([F:34])([F:35])[F:36])[cH:31][cH:32]3)=[O:37])[NH:38][C:39]([CH2:40][N:41]3[CH2:42][CH2:43][CH2:44][CH2:45][CH2:46]3)([CH3:47])[CH3:48])[cH:22][cH:23]2)=[O:49])[cH:10][cH:11][cH:12][cH:13]1)([CH3:5])([CH3:6])[CH3:50].[CH3:52][OH:53].[ClH:51]>>[NH2:7][c:8]1[c:9]([NH:14][C:15]([CH:16]=[CH:17][c:18]2[cH:19][cH:20][c:21]([CH:24]([C:25]([NH:26][c:27]3[cH:28][cH:29][c:30]([C:33]([F:34])([F:35])[F:36])[cH:31][cH:32]3)=[O:37])[NH:38][C:39]([CH2:40][N:41]3[CH2:42][CH2:43][CH2:44][CH2:45][CH2:46]3)([CH3:47])[CH3:48])[cH:22][cH:23]2)=[O:49])[cH:10][cH:11][cH:12][cH:13]1. Reactants: C(C)OC(=O)C=1N(C(=C2C=C(C=CC12)Cl)C1=CC=CC=C1)CCCOS(=O)(=O)C (5-chloro-2-{3-[(methylsulfonyl)oxy]propyl}-3-phenylisoindole-1-carboxylic acid ethyl ester), COCCNCCOC (bis-(2-methoxyethyl)amine). Solvent: CC(=O)C (acetone). Product: Cl.C(C)OC(=O)C=1N(C(=C2C=C(C=CC12)Cl)C1=CC=CC=C1)CCCN(CCOC)CCOC (5-chloro-2-{3-[bis(methoxyethyl)amino]propyl}-3-phenylisoindole-1-carboxylic acid ethyl ester hydrochloride). Reaction SMILES: [CH2:1]([O:3][C:4]([C:6]1[N:7]([CH2:22][CH2:23][CH2:24]OS(C)(=O)=O)[C:8]([C:16]2[CH:21]=[CH:20][CH:19]=[CH:18][CH:17]=2)=[C:9]2[C:14]=1[CH:13]=[CH:12][C:11]([Cl:15])=[CH:10]2)=[O:5])[CH3:2].[CH3:30][O:31][CH2:32][CH2:33][NH:34][CH2:35][CH2:36][O:37][CH3:38]>CC(C)=O>[ClH:15].[CH2:1]([O:3][C:4]([C:6]1[N:7]([CH2:22][CH2:23][CH2:24][N:34]([CH2:35][CH2:36][O:37][CH3:38])[CH2:33][CH2:32][O:31][CH3:30])[C:8]([C:16]2[CH:17]=[CH:18][CH:19]=[CH:20][CH:21]=2)=[C:9]2[C:14]=1[CH:13]=[CH:12][C:11]([Cl:15])=[CH:10]2)=[O:5])[CH3:2] |f:3.4|. Procedure details: A solution of 4.36 g. of 5-chloro-2-{3-[(methylsulfonyl)oxy]propyl}-3-phenylisoindole-1-carboxylic acid ethyl ester in 40 ml. of acetone is treated with 10 ml. of bis-(2-methoxyethyl)amine and boiled at reflux for 17 hours. The mixture is then concentrated to dryness under reduced pressure and the residue taken up in ether. After acidification with ethereal hydrochloric acid, the crystallized hydrochloride is removed by filtration under vacuum, dried and recrystallized from methylene chloride/et... Starting materials: BrC=1C=C2C=3N(C(C(NC3C1)=O)=O)C(CC2)CO (9-bromo-5-hydroxymethyl-6,7-dihydro-1H, 5H-pyrido[1,2,3-de]quinoxaline-2,3-dione), CC(=O)OI1(C=2C=CC=CC2C(=O)O1)(OC(=O)C)OC(=O)C (Dess-Martin periodinane), C(C)O (ethanol). The solvent is C1CCOC1 (THF). Conditions: time 5 hour. The product is BrC=1C=C2C=3N(C(C(NC3C1)=O)=O)C(CC2)C=O (9-Bromo-5-formyl-6,7-dihydro-1H, 5H-pyrido[1,2,3-de]quinoxaline-2,3-dione). Yield: 63.9%. RXN SMILES: [Br:1][C:2]1[CH:3]=[C:4]2[CH2:16][CH2:15][CH:14]([CH2:17][OH:18])[N:6]3[C:7](=[O:13])[C:8](=[O:12])[NH:9][C:10]([CH:11]=1)=[C:5]23.CC(OI1(OC(C)=O)(OC(C)=O)OC(=O)C2C=CC=CC1=2)=O.C(O)C>C1COCC1>[Br:1][C:2]1[CH:3]=[C:4]2[CH2:16][CH2:15][CH:14]([CH:17]=[O:18])[N:6]3[C:7](=[O:13])[C:8](=[O:12])[NH:9][C:10]([CH:11]=1)=[C:5]23. Reported procedure: A mixture of 9-bromo-5-hydroxymethyl-6,7-dihydro-1H, 5H-pyrido[1,2,3-de]quinoxaline-2,3-dione (520 mg, 1.67 mmol) and Dess-Martin periodinane (945 mg, 2.27 mmol) in THF (140 mL) was stirred for 5 h at room temperature. The excess reagent was decomposed by addition of ethanol and the resulting mixture was concentrated. The residual solids were triturated with dichloromethane and the insoluble materials were removed by filtration. The filtrate was concentrated and the residue was purified by silic... Reactants: BrC1=CC=C(NC(C(C)(C)C)=O)C=C1 (4-bromo-N-pivaloylaniline), [Li]C(C)(C)C (t-BuLi), Cl (hydrochloric acid), B(OC)(OC)OC (B(OCH3)3). Run in C1CCOC1 (THF). Conditions: temperature -78 celsius, time 1 hour. The product is CC(C(=O)NC1=CC=C(C=C1)B(O)O)(C)C (4-((2,2-Dimethylpropanoyl)amino)phenylboronic acid). As a reaction SMILES: Br[C:2]1[CH:14]=[CH:13][C:5]([NH:6][C:7](=[O:12])[C:8]([CH3:11])([CH3:10])[CH3:9])=[CH:4][CH:3]=1.[Li]C(C)(C)C.[B:20](OC)([O:23]C)[O:21]C.Cl>C1COCC1>[CH3:9][C:8]([CH3:11])([CH3:10])[C:7]([NH:6][C:5]1[CH:13]=[CH:14][C:2]([B:20]([OH:23])[OH:21])=[CH:3][CH:4]=1)=[O:12]. Procedure: To a solution of 4-bromo-N-pivaloylaniline (1.56 g, 6 mmol) in dry THF (50 ml) at −78° C. was added t-BuLi (1.5 M in pentane, 13.3 ml, 20 mmol) and the yellow mixture was stirred for 1 h at −78° C. under N2. The reaction was quenched with B(OCH3)3 (1.7 ml, 15 mmol) and stirred for another 1 h at −78° C. The reaction mixture was then warmed to room temperature and hydrolysed with 0.5 M hydrochloric acid (50 ml) and extracted with EtOAc (3×80 ml), dried (Na2SO4) and concentrated to ca. 40 ml. n-He... Reactants: 4-(cyclopropyl-methyl-methylene)-N-methylrhodanine, [OH-].[Na+] (sodium hydroxide), NNC(=S)NN (thiocarbohydrazide), C(CCCCCCCCC)O (1-decanol), alkylaryl polyglycol ether, C(C)(=O)O (acetic acid). Run in O (water). Reaction conditions: temperature 70 celsius. Yields the product NN1C(NNC(C1=O)C(C)C1CC1)=S (4-Amino-6-(1-cyclopropylethyl)-5-oxo-3-thioxo-tetrahydro-1,2,4-(2H,4H)-triazine). RXN SMILES: [OH-].[Na+].[NH2:3][NH:4][C:5]([NH:7][NH2:8])=[S:6].[CH2:9]([OH:19])[CH2:10][CH2:11][CH2:12][CH2:13][CH2:14]CCCC.[C:20](O)(=O)C>O>[NH2:3][N:4]1[C:9](=[O:19])[CH:10]([CH:11]([CH:12]2[CH2:13][CH2:14]2)[CH3:20])[NH:8][NH:7][C:5]1=[S:6] |f:0.1|. Reported procedure: 882 g (4.14 mols) of 4-(cyclopropyl-methyl-methylene)-N-methylrhodanine (as an E/Z mixture) are introduced into a solution of 712 g (17.8 mols) of sodium hydroxide in 4.4 l of water. After the addition of 7 ml of alkylaryl polyglycol ether, the mixture is stirred at 70° C. until complete dissolution occurs (about 16 hours). 438 g (4.14 mols) of thiocarbohydrazide and 115 ml of 1-decanol are then added, the mixture is stirred for one hour at 70° C., and 1525 ml of acetic acid are rapidly added dr... The reactants are C1CCOC1, CCOC(C)=O, N#Cc1cccc(Cl)n1, [H-], [Na+], O, Sc1ccncc1. Yields the product N#Cc1cccc(Sc2ccncc2)n1. Reaction SMILES: [CH2:25]1[O:26][CH2:27][CH2:28][CH2:29]1.[CH3:19][CH2:20][O:21][C:22](=[O:23])[CH3:24].[Cl:10][c:11]1[n:12][c:13]([C:17]#[N:18])[cH:14][cH:15][cH:16]1.[H-:8].[Na+:9].[OH2:30].[SH:1][c:2]1[cH:3][cH:4][n:5][cH:6][cH:7]1>>[S:1]([c:2]1[cH:3][cH:4][n:5][cH:6][cH:7]1)[c:11]1[n:12][c:13]([C:17]#[N:18])[cH:14][cH:15][cH:16]1. The reactants are ClC1=CC=C(C=2C(C3=C(C=CC(=C3C(C12)=O)Cl)Cl)=O)Cl (1,4,5,8-tetrachloro-anthraquinone), SC=1SC2=C(N1)C=CC=C2 (2-mercaptobenzthiazole), C([O-])([O-])=O.[K+].[K+] (potassium carbonate). Run in CN(C=O)C (dimethylformamide). Product: S1C(=NC2=C1C=CC=C2)SC2=CC=C(C=1C(C3=C(C=CC(=C3C(C21)=O)SC=2SC1=C(N2)C=CC=C1)SC=1SC2=C(N1)C=CC=C2)=O)SC=2SC1=C(N2)C=CC=C1 (1,4,5,8-tetra-(2-benzthiazolyl-thio)-anthraquinone). Isolated yield 90.2%. RXN SMILES: Cl[C:2]1[C:15]2[C:14](=[O:16])[C:13]3[C:8](=[C:9](Cl)[CH:10]=[CH:11][C:12]=3Cl)[C:7](=[O:19])[C:6]=2[C:5](Cl)=[CH:4][CH:3]=1.[SH:21][C:22]1[S:23][C:24]2[CH:30]=[CH:29][CH:28]=[CH:27][C:25]=2[N:26]=1.C(=O)([O-])[O-].[K+].[K+]>CN(C)C=O>[S:23]1[C:24]2[CH:30]=[CH:29][CH:28]=[CH:27][C:25]=2[N:26]=[C:22]1[S:21][C:2]1[C:15]2[C:14](=[O:16])[C:13]3[C:8](=[C:9]([S:21][C:22]4[S:23][C:24]5[CH:30]=[CH:29][CH:28]=[CH:27][C:25]=5[N:26]=4)[CH:10]=[CH:11][C:12]=3[S:21][C:22]3[S:23][C:24]4[CH:30]=[CH:29][CH:28]=[CH:27][C:25]=4[N:26]=3)[C:7](=[O:19])[C:6]=2[C:5]([S:21][C:22]2[S:23][C:24]3[CH:30]=[CH:29][CH:28]=[CH:27][C:25]=3[N:26]=2)=[CH:4][CH:3]=1 |f:2.3.4|. Procedure: The dyestuff used can be prepared as follows: 15 g of 1,4,5,8-tetrachloro-anthraquinone, 75 g of dimethylformamide, 35 g of 2-mercaptobenzthiazole and 30 g of potassium carbonate are heated to 125°-130° C for about 3 hours. After cooling, the dyestuff which has precipitated in attractive red prisms is filtered off and washed with methanol and water. After drying, 34 g of 1,4,5,8-tetra-(2-benzthiazolyl-thio)-anthraquinone = 90% of theory are obtained. Reactants: CCOCC, O=C(O)C(=O)N1CCC(Cc2ccc(F)cc2)CC1, Nc1ccc2cn[nH]c2c1. Product: O=C(Nc1ccc2cn[nH]c2c1)C(=O)N1CCC(Cc2ccc(F)cc2)CC1. As a reaction SMILES: [CH2:30]([O:31][CH2:32][CH3:33])[CH3:34].[F:11][c:12]1[cH:13][cH:14][c:15]([CH2:16][CH:17]2[CH2:18][CH2:19][N:20]([C:23]([C:24](=[O:25])[OH:26])=[O:27])[CH2:21][CH2:22]2)[cH:28][cH:29]1.[NH2:1][c:2]1[cH:3][cH:4][c:5]2[cH:6][n:7][nH:8][c:9]2[cH:10]1>>[NH:1]([c:2]1[cH:3][cH:4][c:5]2[cH:6][n:7][nH:8][c:9]2[cH:10]1)[C:24]([C:23]([N:20]1[CH2:19][CH2:18][CH:17]([CH2:16][c:15]2[cH:14][cH:13][c:12]([F:11])[cH:29][cH:28]2)[CH2:22][CH2:21]1)=[O:27])=[O:25].